Dataset: the Open Reaction Database (ORD), a public repository of structured organic reaction records. Task: describe an organic reaction: reactants, conditions, products, and yield The product is Cc1cc(Sc2cc(C#Cc3ccc(S(C)(=O)=O)cc3)cc(Oc3cccc(C(F)(F)F)c3)c2)ccc1OCC(=O)O. RXN SMILES: [CH2:1]([CH3:2])[O:3][C:4]([CH2:5][O:6][c:7]1[c:8]([CH3:43])[cH:9][c:10]([S:13][c:14]2[cH:15][c:16]([C:31]#[C:32][c:33]3[cH:34][cH:35][c:36]([S:39](=[O:40])(=[O:41])[CH3:42])[cH:37][cH:38]3)[cH:17][c:18]([O:20][c:21]3[cH:22][c:23]([C:27]([F:28])([F:29])[F:30])[cH:24][cH:25][cH:26]3)[cH:19]2)[cH:11][cH:12]1)=[O:44].[CH3:48][CH2:49][OH:50].[ClH:47].[Na+:46].[OH-:45]>>[O:3]=[C:4]([CH2:5][O:6][c:7]1[c:8]([CH3:43])[cH:9][c:10]([S:13][c:14]2[cH:15][c:16]([C:31]#[C:32][c:33]3[cH:34][cH:35][c:36]([S:39](=[O:40])(=[O:41])[CH3:42])[cH:37][cH:38]3)[cH:17][c:18]([O:20][c:21]3[cH:22][c:23]([C:27]([F:28])([F:29])[F:30])[cH:24][cH:25][cH:26]3)[cH:19]2)[cH:11][cH:12]1)[OH:44]. The reactants are CCOC(=O)COc1ccc(Sc2cc(C#Cc3ccc(S(C)(=O)=O)cc3)cc(Oc3cccc(C(F)(F)F)c3)c2)cc1C, CCO, Cl, [Na+], [OH-].